From a dataset of the Open Reaction Database (ORD), a public repository of structured organic reaction records. describe an organic reaction: reactants, conditions, products, and yield Starting materials: CS(C)=O, CCN(C(C)C)C(C)C, O, c1ccc(-c2nsc(N3CCNCC3)n2)cc1, O=C(Nc1ccc2ncsc2c1)OCC(Cl)(Cl)Cl. Product: O=C(Nc1ccc2ncsc2c1)N1CCN(c2nc(-c3ccccc3)ns2)CC1. As a reaction SMILES: [CH3:46][S:47](=[O:48])[CH3:49].[CH:36]([N:37]([CH:38]([CH3:39])[CH3:40])[CH2:41][CH3:42])([CH3:43])[CH3:44].[OH2:45].[c:19]1(-[c:25]2[n:26][s:27][c:28]([N:30]3[CH2:31][CH2:32][NH:33][CH2:34][CH2:35]3)[n:29]2)[cH:20][cH:21][cH:22][cH:23][cH:24]1.[s:1]1[cH:2][n:3][c:4]2[c:5]1[cH:6][c:7]([NH:10][C:11]([O:12][CH2:13][C:14]([Cl:15])([Cl:16])[Cl:17])=[O:18])[cH:8][cH:9]2>>[s:1]1[cH:2][n:3][c:4]2[c:5]1[cH:6][c:7]([NH:10][C:11](=[O:18])[N:33]1[CH2:32][CH2:31][N:30]([c:28]3[s:27][n:26][c:25](-[c:19]4[cH:20][cH:21][cH:22][cH:23][cH:24]4)[n:29]3)[CH2:35][CH2:34]1)[cH:8][cH:9]2. Starting materials: C(C)OC(C(CC)(CC)NC(=O)C1=NC(=C(C=C1)Br)OCC1CC1)=O (2-[(5-Bromo-6-cyclopropylmethoxy-pyridine-2-carbonyl)-amino]-2-ethyl-butyric acid ethyl ester), Cl.FC1(CNC1)F (3,3-difluoroazetidine hydrochloride). Yields the product C(C)OC(C(CC)(CC)NC(=O)C1=NC(=C(C=C1)N1CC(C1)(F)F)OCC1CC1)=O (2-{[6-Cyclopropylmethoxy-5-(3,3-difluoro-azetidin-1-yl)-pyridine-2-carbonyl]-amino}-2-ethyl-butyric acid ethyl ester). Reported procedure: The title compound was synthesized in analogy to the procedure described in Example 69 a, using ethyl 2-(5-bromo-6-(cyclopropylmethoxy)picolinamido)-2-ethylbutanoate (Example 265) and 3,3-difluoroazetidine hydrochloride (CAN 288315-03-7) as starting materials. MS (EI): m/e=426.0 [M+H]+. RXN SMILES: [CH2:1]([O:3][C:4](=[O:25])[C:5]([NH:10][C:11]([C:13]1[CH:18]=[CH:17][C:16](Br)=[C:15]([O:20][CH2:21][CH:22]2[CH2:24][CH2:23]2)[N:14]=1)=[O:12])([CH2:8][CH3:9])[CH2:6][CH3:7])[CH3:2].Cl.[F:27][C:28]1([F:32])[CH2:31][NH:30][CH2:29]1>>[CH2:1]([O:3][C:4](=[O:25])[C:5]([NH:10][C:11]([C:13]1[CH:18]=[CH:17][C:16]([N:30]2[CH2:31][C:28]([F:32])([F:27])[CH2:29]2)=[C:15]([O:20][CH2:21][CH:22]2[CH2:24][CH2:23]2)[N:14]=1)=[O:12])([CH2:8][CH3:9])[CH2:6][CH3:7])[CH3:2] |f:1.2|. Starting materials: CC(C)(C)OC(=O)CCN1CCc2cc(-c3nc(-c4ccc(-c5ccccc5)c(C(F)(F)F)c4)no3)ccc2C1, ClCCl. The product is O=C(O)CCN1CCc2cc(-c3nc(-c4ccc(-c5ccccc5)c(C(F)(F)F)c4)no3)ccc2C1. Reaction SMILES: [C:1]([CH3:2])([CH3:3])([CH3:4])[O:5][C:6]([CH2:7][CH2:8][N:9]1[CH2:10][c:11]2[cH:12][cH:13][c:14](-[c:19]3[n:20][c:21](-[c:24]4[cH:25][c:26]([C:36]([F:37])([F:38])[F:39])[c:27](-[c:30]5[cH:31][cH:32][cH:33][cH:34][cH:35]5)[cH:28][cH:29]4)[n:22][o:23]3)[cH:15][c:16]2[CH2:17][CH2:18]1)=[O:40].[Cl:41][CH2:42][Cl:43]>>[O:5]=[C:6]([CH2:7][CH2:8][N:9]1[CH2:10][c:11]2[cH:12][cH:13][c:14](-[c:19]3[n:20][c:21](-[c:24]4[cH:25][c:26]([C:36]([F:37])([F:38])[F:39])[c:27](-[c:30]5[cH:31][cH:32][cH:33][cH:34][cH:35]5)[cH:28][cH:29]4)[n:22][o:23]3)[cH:15][c:16]2[CH2:17][CH2:18]1)[OH:40]. Reported procedure: 1.00 g of N-benzyloxycarbonyl-3(R,S)-methoxycarbonyl-1,2,3,4-tetrahydroquinoline (Example 1s)) are deprotonated in 10 ml of tetrahydrofuran with excess lithium diisopropylamide (1.5 equivalents) under customary reaction conditions, and 0.80 ml of methyl chloroformate is then added at -70° C. After 30 min, the mixture is poured onto 0.1N hydrochloric acid and extracted with methylene chloride. The crude product obtained after customary further working up is dissolved in 30 ml of tetrahydrofuran a... Reaction conditions: time 30 minute. Yields the product COC(=O)C1(CNC2=CC=CC=C2C1)C(=O)OC (3,3-bis(methoxycarbonyl)-1,2,3,4-tetrahydroquinoline). Run in O1CCCC1 (tetrahydrofuran), O1CCCC1 (tetrahydrofuran). Starting materials: C(C1=CC=CC=C1)OC(=O)N1CC(CC2=CC=CC=C12)C(=O)OC (N-benzyloxycarbonyl-3(R,S)-methoxycarbonyl-1,2,3,4-tetrahydroquinoline), C(C)(C)[N-]C(C)C.[Li+] (lithium diisopropylamide), ClC(=O)OC (methyl chloroformate), Cl (hydrochloric acid). As a reaction SMILES: C(OC([N:11]1[C:20]2[C:15](=[CH:16][CH:17]=[CH:18][CH:19]=2)[CH2:14][CH:13]([C:21]([O:23][CH3:24])=[O:22])[CH2:12]1)=O)C1C=CC=CC=1.C([N-]C(C)C)(C)C.[Li+].Cl[C:34]([O:36][CH3:37])=[O:35].Cl>O1CCCC1.[Pd]>[CH3:37][O:36][C:34]([C:13]1([C:21]([O:23][CH3:24])=[O:22])[CH2:14][C:15]2[C:20](=[CH:19][CH:18]=[CH:17][CH:16]=2)[NH:11][CH2:12]1)=[O:35] |f:1.2|. Reagents/catalysts: [Pd] (palladium-on-charcoal). Starting materials: COCCN (2-Methoxyethylamine), O=C1C=CC(C=2SC(=CC21)C(=O)OC)=O (methyl 4,7-dihydro-4,7-dioxobenzo[b]thiophene-2-carboxylate). The solvent is O1CCCC1 (tetrahydrofuran). Run at time 27 hour. Yields the product COCCNC=1C(C2=C(SC(=C2)C(=O)OC)C(C1)=O)=O (methyl 4,7-dihydro-5-(2-methoxyethyl)amino-4,7-dioxobenzo[b]thiophene-2-carboxylate). RXN SMILES: [CH3:1][O:2][CH2:3][CH2:4][NH2:5].[O:6]=[C:7]1[C:15]2[CH:14]=[C:13]([C:16]([O:18][CH3:19])=[O:17])[S:12][C:11]=2[C:10](=[O:20])[CH:9]=[CH:8]1>O1CCCC1>[CH3:1][O:2][CH2:3][CH2:4][NH:5][C:8]1[C:7](=[O:6])[C:15]2[CH:14]=[C:13]([C:16]([O:18][CH3:19])=[O:17])[S:12][C:11]=2[C:10](=[O:20])[CH:9]=1. Procedure details: 2-Methoxyethylamine (1.6 ml) was added to a solution of methyl 4,7-dihydro-4,7-dioxobenzo[b]thiophene-2-carboxylate (2.4 g) in tetrahydrofuran (100 ml) and the mixture was stirred at room temperature for 27 hours. After evaporation of the solvent, the residue was purified by silica gel column chromatography (elution with chloroform) to give methyl 4,7-dihydro-5-(2-methoxyethyl)amino-4,7-dioxobenzo[b]thiophene-2-carboxylate (1.5 g) as a yellow powder. Reactants: [B] (boron), B(OC)(OC)OC (trimethyl borate), S(=O)(=O)(OC(C(=C(F)F)F)(F)F)F (perfluoroallyl fluorosulfate), FC(C(=C(F)F)F)(F)F (hexafluoropropylene), hexafluoropropylene sultone. The product is C(F)(F)(F)C(F)S(=O)(=O)F (CF3CFHSO2F), C(=O)=O (CO2). As a reaction SMILES: [S:1]([F:13])([O:4][C:5](F)(F)C(F)=C(F)F)(=[O:3])=[O:2].[F:14][C:15]([F:22])([F:21])[C:16]([F:20])=C(F)F.[B].B(OC)(OC)[O:25]C>>[C:15]([CH:16]([S:1]([F:13])(=[O:3])=[O:2])[F:20])([F:22])([F:21])[F:14].[C:5](=[O:4])=[O:25]. Reported procedure: The starting material, perfluoroallyl fluorosulfate (FAF), CF2 =CFCF2OSO2F, may be prepared as described in U.S. Pat. No. 4,206,138 to D. C. England. England prepared FAF by reacting hexafluoropropylene with SO3 under anhydrous conditions in the presence of a small amount of a trivalent boron compound such as trimethyl borate at 0°-100° C. A possible byproduct is hexafluoropropylene sultone, ##STR2## which is difficult to separate from FAF by distillation. The sultone in the FAF mixture can be h...